This data is from the Open Reaction Database (ORD), a public repository of structured organic reaction records. The task is: describe an organic reaction: reactants, conditions, products, and yield The reactants are [Al+3], CCOC(=O)c1cc(C)c(C)[nH]1, CC(=O)OC(C)=O, [Cl-], [Cl-], [Cl-], CC(Cl)Cl, O. Yields the product CCOC(=O)c1[nH]c(C)c(C)c1C(C)=O. Reaction SMILES: [Al+3:2].[CH2:12]([CH3:13])[O:14][C:15](=[O:16])[c:17]1[nH:18][c:19]([CH3:23])[c:20]([CH3:22])[cH:21]1.[CH3:5][C:6](=[O:7])[O:8][C:9](=[O:10])[CH3:11].[Cl-:1].[Cl-:3].[Cl-:4].[Cl:25][CH:26]([Cl:27])[CH3:28].[OH2:24]>>[CH3:5][C:6](=[O:7])[c:21]1[c:17]([C:15]([O:14][CH2:12][CH3:13])=[O:16])[nH:18][c:19]([CH3:23])[c:20]1[CH3:22]. Reactants: FC(C(=O)O)(F)F (Trifluoroacetic acid), C(C)[SiH](CC)CC (triethylsilane), C(C)OC(C(CC1=CC=C(C=C1)OCCC1N(C(N(C1)CC1=CC=C(C=C1)OC)=O)C)(C)OC1=C(C=CC=C1)F)=O (2-(2-Fluoro-phenoxy)-3-(4-{2-[1-(4-methoxy-benzyl)-3-methyl-2-oxo-imidazolidin-4-yl]-ethoxy}-phenyl)-2-methyl-propionic acid ethyl ester). Conditions: time 2 hour. Yields the product C(C)OC(C(CC1=CC=C(C=C1)OCCC1N(C(NC1)=O)C)(C)OC1=C(C=CC=C1)F)=O (2-(2-Fluoro-phenoxy)-2-methyl-3-{4-[2-(3-methyl-2-oxo-imidazolidin-4-yl)-ethoxy]-phenyl}-propionic acid ethyl ester). The yield is 99.7%. RXN SMILES: FC(F)(F)C(O)=O.C([SiH](CC)CC)C.[CH2:15]([O:17][C:18](=[O:55])[C:19]([O:47][C:48]1[CH:53]=[CH:52][CH:51]=[CH:50][C:49]=1[F:54])([CH3:46])[CH2:20][C:21]1[CH:26]=[CH:25][C:24]([O:27][CH2:28][CH2:29][CH:30]2[CH2:34][N:33](CC3C=CC(OC)=CC=3)[C:32](=[O:44])[N:31]2[CH3:45])=[CH:23][CH:22]=1)[CH3:16]>>[CH2:15]([O:17][C:18](=[O:55])[C:19]([O:47][C:48]1[CH:53]=[CH:52][CH:51]=[CH:50][C:49]=1[F:54])([CH3:46])[CH2:20][C:21]1[CH:26]=[CH:25][C:24]([O:27][CH2:28][CH2:29][CH:30]2[CH2:34][NH:33][C:32](=[O:44])[N:31]2[CH3:45])=[CH:23][CH:22]=1)[CH3:16]. Reported procedure: Trifluoroacetic acid (55 mL) is added dropwise to a solution of triethylsilane (1.95 mL, 12.18 mmol, d=0.728) and 2-(2-Fluoro-phenoxy)-3-(4-{2-[1-(4-methoxy-benzyl)-3-methyl-2-oxo-imidazolidin-4-yl]-ethoxy}-phenyl)-2-methyl-propionic acid ethyl ester (3.44 g, 6.09 mmol). The reaction mixture is stirred under nitrogen at ambient temperature for 2 h, then concentrated. The residue is diluted with ethyl acetate, then washed. The organic layer is dried and concentrated in vacuo to provide the title ... Yields the product C(C1=CC=CC=C1)(C1=CC=CC=C1)O[C@@H]1CC[C@H](CC1)C1=CC=C(C=C1)N1C(OC(C1)COC)=O ((RS)-3-[4-(trans-4-benzhydryloxy-cyclohexyl)-phenyl]-5-methoxymethyl-oxazolidin-2-one). Conditions: time 7 hour. Reactants: O[C@@H]1CC[C@H](CC1)C1=CC=C(C=C1)N1C(OC(C1)COC)=O ((RS)-3-[4-(trans-4-hydroxy-cyclohexyl)-phenyl]-5-methoxymethyl-oxazolidin-2-one), ClC(C1=CC=CC=C1)C1=CC=CC=C1 (chlorodiphenylmethane), Cl (hydrochloric acid). Procedure: 0.5 g of (RS)-3-[4-(trans-4-hydroxy-cyclohexyl)-phenyl]-5-methoxymethyl-oxazolidin-2-one in 5 ml of ethyldiisopropylamine was heated with 0.35 ml of chlorodiphenylmethane to 100° and stirred at this temperature for 7 hours. The reaction mixture was cooled, acidified with 1N hydrochloric acid and extracted with ethyl acetate. The organic phase was washed neutral with water, dried with magnesium sulfate and concentrated. The residue (0.7 g) was chromatographed on a 30-fold amount of silica gel wit... Run in C(C)N(C(C)C)C(C)C (ethyldiisopropylamine). As a reaction SMILES: [OH:1][C@H:2]1[CH2:7][CH2:6][C@H:5]([C:8]2[CH:13]=[CH:12][C:11]([N:14]3[CH2:18][CH:17]([CH2:19][O:20][CH3:21])[O:16][C:15]3=[O:22])=[CH:10][CH:9]=2)[CH2:4][CH2:3]1.Cl[CH:24]([C:31]1[CH:36]=[CH:35][CH:34]=[CH:33][CH:32]=1)[C:25]1[CH:30]=[CH:29][CH:28]=[CH:27][CH:26]=1.Cl>C(N(C(C)C)C(C)C)C>[CH:24]([O:1][C@H:2]1[CH2:7][CH2:6][C@H:5]([C:8]2[CH:9]=[CH:10][C:11]([N:14]3[CH2:18][CH:17]([CH2:19][O:20][CH3:21])[O:16][C:15]3=[O:22])=[CH:12][CH:13]=2)[CH2:4][CH2:3]1)([C:25]1[CH:30]=[CH:29][CH:28]=[CH:27][CH:26]=1)[C:31]1[CH:36]=[CH:35][CH:34]=[CH:33][CH:32]=1.